This data is from the Open Reaction Database (ORD), a public repository of structured organic reaction records. The task is: describe an organic reaction: reactants, conditions, products, and yield Starting materials: ClC1=NC=CC(=C1)CN1C(N(C(C1(C)C)=O)C1=CC=C2C(CN(C2=C1)C(CN(C(OC(C)(C)C)=O)C(C)C)=O)(C)C)=O (tert-butyl [2-(6-{3-[(2-chloropyridin-4-yl)methyl]-4,4-dimethyl-2,5-dioxoimidazolidin-1-yl}-3,3-dimethyl-2,3-dihydro-1H-indol-1-yl)-2-oxoethyl]isopropylcarbamate), C([O-])([O-])=O.[Cs+].[Cs+] (caesium carbonate), solution, CN(C(=O)N)C (N,N-dimethylurea), CC1(C2=CC=C(C=C2OC=2C=C(C=CC12)P(C1=CC=CC=C1)C1=CC=CC=C1)P(C1=CC=CC=C1)C1=CC=CC=C1)C ((9,9-dimethyl-9H-xanthene-3,6-diyl)bis(diphenylphosphine)), Cl (hydrogen chloride). The reagents and catalysts are C(C)(=O)[O-].[Pd+2].C(C)(=O)[O-] (palladium acetate). Solvent: O1CCOCC1 (dioxane), O1CCOCC1 (dioxane). Reaction conditions: time 17 hour. Yields the product C(C)(C)NCC(=O)N1CC(C2=CC=C(C=C12)N1C(N(C(C1=O)(C)C)CC1=CC(=NC=C1)NC(N(C)C)=O)=O)(C)C (3-[4-({3-[1-(N-isopropylglycyl)-3,3-dimethyl-2,3-dihydro-1H-indol-6-yl]-5,5-dimethyl-2,4-dioxoimidazolidin-1-yl}methyl)pyridin-2-yl]-1,1-dimethylurea). Isolated yield 54.4%. Reaction SMILES: Cl[C:2]1[CH:7]=[C:6]([CH2:8][N:9]2[C:13]([CH3:15])([CH3:14])[C:12](=[O:16])[N:11]([C:17]3[CH:25]=[C:24]4[C:20]([C:21]([CH3:41])([CH3:40])[CH2:22][N:23]4[C:26](=[O:39])[CH2:27][N:28]([CH:36]([CH3:38])[CH3:37])C(=O)OC(C)(C)C)=[CH:19][CH:18]=3)C2=O)[CH:5]=[CH:4][N:3]=1.[CH3:43][N:44]([CH3:48])[C:45]([NH2:47])=[O:46].CC1(C)C2C=CC(P(C3C=CC=CC=3)C3C=CC=CC=3)=CC=2OC2C1=CC=C(P(C1C=CC=CC=1)C1C=CC=CC=1)C=2.[C:91](=[O:94])([O-])[O-].[Cs+].[Cs+].Cl>O1CCOCC1.C([O-])(=O)C.[Pd+2].C([O-])(=O)C>[CH:36]([NH:28][CH2:27][C:26]([N:23]1[C:24]2[C:20](=[CH:19][CH:18]=[C:17]([N:11]3[C:12](=[O:16])[C:13]([CH3:15])([CH3:14])[N:9]([CH2:8][C:6]4[CH:5]=[CH:4][N:3]=[C:2]([NH:47][C:45](=[O:46])[N:44]([CH3:48])[CH3:43])[CH:7]=4)[C:91]3=[O:94])[CH:25]=2)[C:21]([CH3:40])([CH3:41])[CH2:22]1)=[O:39])([CH3:38])[CH3:37] |f:3.4.5,8.9.10|. Procedure: To a solution of 400 mg of tert-butyl [2-(6-{3-[(2-chloropyridin-4-yl)methyl]-4,4-dimethyl-2,5-dioxoimidazolidin-1-yl}-3,3-dimethyl-2,3-dihydro-1H-indol-1-yl)-2-oxoethyl]isopropylcarbamate obtained in stage a) below in 15 mL of dioxane are successively added, under argon, 88 mg of N,N-dimethylurea, 39 mg of (9,9-dimethyl-9H-xanthene-3,6-diyl)bis(diphenylphosphine) (Xantphos), 30 mg of palladium acetate and 872 mg of caesium carbonate. The reaction mixture is refluxed for 4 hours and filtered, an... Starting materials: CC(C)(C)c1ccc(CN=C=O)cc1, CC(C)(C)c1ccc(CN)cc1, ClCCl, CN(C)c1ccncc1, CS(=O)(=O)Nc1cc(Cl)c(CN)cc1I. Yields the product CC(C)(C)c1ccc(CNC(=O)NCc2cc(I)c(NS(C)(=O)=O)cc2Cl)cc1. RXN SMILES: [C:13]([CH3:14])([CH3:15])([CH3:16])[c:17]1[cH:18][cH:19][c:20]([CH2:23][N:24]=[C:25]=[O:26])[cH:21][cH:22]1.[C:1]([c:2]1[cH:3][cH:4][c:5]([CH2:6][NH2:7])[cH:8][cH:9]1)([CH3:10])([CH3:11])[CH3:12].[CH2:42]([Cl:43])[Cl:44].[CH3:45][N:46]([c:47]1[cH:48][cH:49][n:50][cH:51][cH:52]1)[CH3:53].[NH2:27][CH2:28][c:29]1[cH:30][c:31]([I:41])[c:32]([NH:36][S:37](=[O:38])(=[O:39])[CH3:40])[cH:33][c:34]1[Cl:35]>>[C:13]([CH3:14])([CH3:15])([CH3:16])[c:17]1[cH:18][cH:19][c:20]([CH2:23][NH:24][C:25](=[O:26])[NH:27][CH2:28][c:29]2[cH:30][c:31]([I:41])[c:32]([NH:36][S:37](=[O:38])(=[O:39])[CH3:40])[cH:33][c:34]2[Cl:35])[cH:21][cH:22]1. Starting materials: N1(CCCCC1)CCCC(=O)C1=CC=2CC3=CC(=CC=C3OC2C=C1)C(CCCN1CCCCC1)=O (2,7-bis(4-piperidinobutyryl)xanthene), [OH-].[Na+] (sodium hydroxide), [BH4-].[Na+] (sodium borohydride), CO (methanol). Run in O1CCCC1 (tetrahydrofuran), O (water). Conditions: time 8 hour. The product is N1(CCCCC1)CCCC(O)C1=CC=2CC3=CC(=CC=C3OC2C=C1)C(O)CCCN1CCCCC1 (α,α'-Bis(3-piperidinopropyl)xanthene -2,7-dimethanol). As a reaction SMILES: [N:1]1([CH2:7][CH2:8][CH2:9][C:10]([C:12]2[CH:25]=[CH:24][C:23]3[O:22][C:21]4[C:16](=[CH:17][C:18]([C:26](=[O:36])[CH2:27][CH2:28][CH2:29][N:30]5[CH2:35][CH2:34][CH2:33][CH2:32][CH2:31]5)=[CH:19][CH:20]=4)[CH2:15][C:14]=3[CH:13]=2)=[O:11])[CH2:6][CH2:5][CH2:4][CH2:3][CH2:2]1.[BH4-].[Na+].CO.[OH-].[Na+]>O1CCCC1.O>[N:1]1([CH2:7][CH2:8][CH2:9][CH:10]([C:12]2[CH:25]=[CH:24][C:23]3[O:22][C:21]4[C:16](=[CH:17][C:18]([CH:26]([CH2:27][CH2:28][CH2:29][N:30]5[CH2:31][CH2:32][CH2:33][CH2:34][CH2:35]5)[OH:36])=[CH:19][CH:20]=4)[CH2:15][C:14]=3[CH:13]=2)[OH:11])[CH2:6][CH2:5][CH2:4][CH2:3][CH2:2]1 |f:1.2,4.5|. Reported procedure: To a cooled, stirred solution of 25.6 g (0.053 moles) of 2,7-bis(4-piperidinobutyryl)xanthene dissolved in 200 ml of tetrahydrofuran is added a solution of 4.2 g (0.11 moles) of sodium borohydride contained in a solution of 50 ml of methanol and 5 ml of a 10% sodium hydroxide solution. The resulting mixture is allowed to warm gradually to room temperature and stirring continued overnight. The reaction mixture is diluted with water and the solid which forms is filtered, washed with water and air ... The reactants are O=C1N(CCC1)CCON1C(C2=CC=CC=C2C1=O)=O (2-(2-(2-Oxo-pyrrolidin-1-yl)-ethoxy)-isoindol-1,3-dione), CNN (methylhydrazine). Solvent: C(Cl)Cl (methylene chloride). Reaction conditions: time 3 hour. Product: NOCCN1C(CCC1)=O (1-(2-aminooxy-ethyl)-pyrrolidin-2-one), title compound. RXN SMILES: [O:1]=[C:2]1[CH2:6][CH2:5][CH2:4][N:3]1[CH2:7][CH2:8][O:9][N:10]1C(=O)C2C(=CC=CC=2)C1=O.CNN>C(Cl)Cl>[NH2:10][O:9][CH2:8][CH2:7][N:3]1[CH2:4][CH2:5][CH2:6][C:2]1=[O:1]. Procedure details: 2-(2-(2-Oxo-pyrrolidin-1-yl)-ethoxy)-isoindol-1,3-dione (590 mg, 2.15 mmol) and methylhydrazine (119 mg, 2.58 mmol) were mixed in methylene chloride, and the mixture was stirred at room temperature for 3 hours. The reaction mixture was purified by silica gel chromatography to give 1-(2-aminooxy-ethyl)-pyrrolidin-2-one (the title compound, 298 mg). Reactants: CC(C(=O)NC1=CC(=CC=C1)C1CCN(CC1)CCCCC(C1=CC=CC=C1)=O)C (2-methyl-N-{3-[1-(5-oxo-5-phenylpentyl)-4-piperidinyl]phenyl}propanamide), CN(N)C1=CC=CC=C1 (1-methyl-1-phenylhydrazine). Yields the product CC(C(=O)NC1=CC(=CC=C1)C1CCN(CC1)CCCC1=C(N(C2=CC=CC=C12)C)C1=CC=CC=C1)C (2-METHYL-N-(3-{1-[3-(1-METHYL-2-PHENYL-1H-INDOL-3-YL)PROPYL]-4-PIPERIDINYL}PHENYL)PROPANAMIDE). RXN SMILES: [CH3:1][CH:2]([CH3:30])[C:3]([NH:5][C:6]1[CH:11]=[CH:10][CH:9]=[C:8]([CH:12]2[CH2:17][CH2:16][N:15]([CH2:18][CH2:19][CH2:20][CH2:21][C:22](=O)[C:23]3[CH:28]=[CH:27][CH:26]=[CH:25][CH:24]=3)[CH2:14][CH2:13]2)[CH:7]=1)=[O:4].[CH3:31][N:32]([C:34]1[CH:39]=[CH:38][CH:37]=[CH:36][CH:35]=1)N>>[CH3:1][CH:2]([CH3:30])[C:3]([NH:5][C:6]1[CH:11]=[CH:10][CH:9]=[C:8]([CH:12]2[CH2:17][CH2:16][N:15]([CH2:18][CH2:19][CH2:20][C:21]3[C:39]4[C:34](=[CH:35][CH:36]=[CH:37][CH:38]=4)[N:32]([CH3:31])[C:22]=3[C:23]3[CH:28]=[CH:27][CH:26]=[CH:25][CH:24]=3)[CH2:14][CH2:13]2)[CH:7]=1)=[O:4]. Procedure details: Prepared by Procedure E and Scheme M using 2-methyl-N-{3-[1-(5-oxo-5-phenylpentyl)-4-piperidinyl]phenyl}propanamide and 1-methyl-1-phenylhydrazine: ESMS m/e: 495.3 (M+H)+.